This data is from the Open Reaction Database (ORD), a public repository of structured organic reaction records. The task is: describe an organic reaction: reactants, conditions, products, and yield The reactants are C(#N)C1=C(C=C(CCNC(OC(C)(C)C)=O)C=C1)OC(F)(F)F (tert-butyl 4-cyano-3-(trifluoromethoxy)phenethylcarbamate), C(=O)(C(F)(F)F)O (TFA). Run in C(Cl)Cl (DCM). Conditions: time 1.5 hour. Product: NCCC1=CC(=C(C#N)C=C1)OC(F)(F)F (4-(2-Aminoethyl)-2-(trifluoromethoxy)benzonitrile). The yield is 115.8%. Reaction SMILES: [C:1]([C:3]1[CH:18]=[CH:17][C:6]([CH2:7][CH2:8][NH:9]C(=O)OC(C)(C)C)=[CH:5][C:4]=1[O:19][C:20]([F:23])([F:22])[F:21])#[N:2].C(O)(C(F)(F)F)=O>C(Cl)Cl>[NH2:9][CH2:8][CH2:7][C:6]1[CH:17]=[CH:18][C:3]([C:1]#[N:2])=[C:4]([O:19][C:20]([F:21])([F:22])[F:23])[CH:5]=1. Procedure: To a solution of tert-butyl 4-cyano-3-(trifluoromethoxy)phenethylcarbamate (150 mg, 0.45 mmol) in DCM (3 mL) was added TFA (1.5 mL). The resulting reaction mixture was stirred at room temperature for 1.5 h. The mixture was concentrated to afford the crude title product (120 mg, crude), which was used directly for next step without further purification. MS (ESI) m/z 231.1 [M+H]+.